This data is from the Open Reaction Database (ORD), a public repository of structured organic reaction records. The task is: describe an organic reaction: reactants, conditions, products, and yield The reactants are CCOC(=O)C1(NS(=O)(=O)c2ccc(OCc3cc(C)nc4ccccc34)cc2)CCN(C(C)=O)CC1, C1COCCO1, Cl. Reaction SMILES: [CH2:1]([CH3:2])[O:3][C:4](=[O:5])[C:6]1([NH:15][S:16](=[O:17])(=[O:18])[c:19]2[cH:20][cH:21][c:22]([O:25][CH2:26][c:27]3[cH:28][c:29]([CH3:37])[n:30][c:31]4[cH:32][cH:33][cH:34][cH:35][c:36]34)[cH:23][cH:24]2)[CH2:7][CH2:8][N:9]([C:12]([CH3:13])=[O:14])[CH2:10][CH2:11]1.[CH2:39]1[O:40][CH2:41][CH2:42][O:43][CH2:44]1.[ClH:38]>>[O:3]=[C:4]([OH:5])[C:6]1([NH:15][S:16](=[O:17])(=[O:18])[c:19]2[cH:20][cH:21][c:22]([O:25][CH2:26][c:27]3[cH:28][c:29]([CH3:37])[n:30][c:31]4[cH:32][cH:33][cH:34][cH:35][c:36]34)[cH:23][cH:24]2)[CH2:7][CH2:8][N:9]([C:12]([CH3:13])=[O:14])[CH2:10][CH2:11]1. Yields the product CC(=O)N1CCC(NS(=O)(=O)c2ccc(OCc3cc(C)nc4ccccc34)cc2)(C(=O)O)CC1. The reactants are CC(C)(C)OC(=O)NC(CC(N)=O)C(=O)O, CN1CCOCC1, Cl, Cl, NC(Cc1ccccc1)C(O)CN1CCCC1C(F)(F)F, CN(C)C=O, On1nnc2ccccc21. Yields the product CC(C)(C)OC(=O)NC(CC(N)=O)C(=O)NC(Cc1ccccc1)C(O)CN1CCCC1C(F)(F)F. As a reaction SMILES: [C:1]([CH3:2])([CH3:3])([CH3:4])[O:5][C:6](=[O:7])[NH:8][CH:9]([CH2:10][C:11]([NH2:12])=[O:13])[C:14](=[O:15])[OH:16].[CH3:50][N:51]1[CH2:52][CH2:53][O:54][CH2:55][CH2:56]1.[ClH:27].[ClH:28].[NH2:29][CH:30]([CH:31]([CH2:32][N:33]1[CH:34]([C:38]([F:39])([F:40])[F:41])[CH2:35][CH2:36][CH2:37]1)[OH:42])[CH2:43][c:44]1[cH:45][cH:46][cH:47][cH:48][cH:49]1.[O:57]=[CH:58][N:59]([CH3:60])[CH3:61].[OH:17][n:18]1[c:19]2[c:20]([cH:21][cH:22][cH:23][cH:24]2)[n:25][n:26]1>>[C:1]([CH3:2])([CH3:3])([CH3:4])[O:5][C:6](=[O:7])[NH:8][CH:9]([CH2:10][C:11]([NH2:12])=[O:13])[C:14](=[O:16])[NH:29][CH:30]([CH:31]([CH2:32][N:33]1[CH:34]([C:38]([F:39])([F:40])[F:41])[CH2:35][CH2:36][CH2:37]1)[OH:42])[CH2:43][c:44]1[cH:45][cH:46][cH:47][cH:48][cH:49]1.